Task: describe an organic reaction: reactants, conditions, products, and yield. Dataset: the Open Reaction Database (ORD), a public repository of structured organic reaction records The reactants are [OH-].[K+] (potassium hydroxide), Cl (hydrochloric acid), OC=1C=C2CCC(CC2=CC1)C(=O)O (1,2,3,4-tetrahydro-6-hydroxynaphthalene-2-carboxylic acid), C(C1=CC=CC=C1)Br (benzyl bromide), [OH-].[K+] (potassium hydroxide). The reagents and catalysts are [I-].[Na+] (sodium iodide). The solvent is O (water), C(C)O (ethanol), O (water). Run at temperature 100 celsius. Product: C(C1=CC=CC=C1)OC=1C=C2CCC(CC2=CC1)C(=O)O (1,2,3,4-tetrahydro-6-benzyloxynaphthalene-2-carboxylic acid). Yield: 92.8%. As a reaction SMILES: [OH:1][C:2]1[CH:3]=[C:4]2[C:9](=[CH:10][CH:11]=1)[CH2:8][CH:7]([C:12]([OH:14])=[O:13])[CH2:6][CH2:5]2.[CH2:15](Br)[C:16]1[CH:21]=[CH:20][CH:19]=[CH:18][CH:17]=1.[OH-].[K+].Cl>O.[I-].[Na+].C(O)C>[CH2:15]([O:1][C:2]1[CH:3]=[C:4]2[C:9](=[CH:10][CH:11]=1)[CH2:8][CH:7]([C:12]([OH:14])=[O:13])[CH2:6][CH2:5]2)[C:16]1[CH:21]=[CH:20][CH:19]=[CH:18][CH:17]=1 |f:2.3,6.7|. Procedure details: A mixture of 10.60 g (50 mmol) of 1,2,3,4-tetrahydro-6-hydroxynaphthalene-2-carboxylic acid, 12.85 g (75 mmol) of benzyl bromide, 6.6 g (100 mmol) of 85% potassium hydroxide, 0.525 g (3.5 mmol) of sodium iodide, 200 ml of ethanol and 25 ml of distilled water was heated under reflux at 100° C. for 12 hours. To this reaction mixture was added 50 ml of 10% potassium hydroxide, followed by heating under reflux at that temperature for 2 hours. After allowing the reaction system to cool up to room tem...